From a dataset of the Open Reaction Database (ORD), a public repository of structured organic reaction records. describe an organic reaction: reactants, conditions, products, and yield Procedure: 600 mg of sodium hydride as a 60% dispersion in oil were added in portions, with stirring, to a solution of 3 g of 5-chloro-3-cycloheptyl-1,3-dihydro-2H- benzimidazol-2-one in 30 ml of THF. 3 g of 4-nitro-2- methoxybenzenesulfonyl chloride were then added and the reaction mixture was stirred for 18 hours. The reaction mixture was then poured into a water+ ice mixture, extracted with ethyl acetate and washed with water and the organic phase was dried over sodium sulfate and concentrated to drynes... Product: ClC1=CC2=C(N(C(N2C2CCCCCC2)=O)S(=O)(=O)C2=C(C=C(C=C2)[N+](=O)[O-])OC)C=C1 (5-Chloro-1,3-dihydro-1-[2-methoxy-4-nitrobenzenesulfonyl]-3-cycloheptyl-2H-benzimidazol-2-one). RXN SMILES: [H-].[Na+].[Cl:3][C:4]1[CH:20]=[CH:19][C:7]2[NH:8][C:9](=[O:18])[N:10]([CH:11]3[CH2:17][CH2:16][CH2:15][CH2:14][CH2:13][CH2:12]3)[C:6]=2[CH:5]=1.[N+:21]([C:24]1[CH:29]=[CH:28][C:27]([S:30](Cl)(=[O:32])=[O:31])=[C:26]([O:34][CH3:35])[CH:25]=1)([O-:23])=[O:22].O>C1COCC1>[Cl:3][C:4]1[CH:20]=[CH:19][C:7]2[N:8]([S:30]([C:27]3[CH:28]=[CH:29][C:24]([N+:21]([O-:23])=[O:22])=[CH:25][C:26]=3[O:34][CH3:35])(=[O:31])=[O:32])[C:9](=[O:18])[N:10]([CH:11]3[CH2:17][CH2:16][CH2:15][CH2:14][CH2:13][CH2:12]3)[C:6]=2[CH:5]=1 |f:0.1|. Solvent: C1CCOC1 (THF). Isolated yield 64.4%. Reaction conditions: time 18 hour. Starting materials: [H-].[Na+] (sodium hydride), ClC1=CC2=C(NC(N2C2CCCCCC2)=O)C=C1 (5-chloro-3-cycloheptyl-1,3-dihydro-2H- benzimidazol-2-one), O (water), [N+](=O)([O-])C1=CC(=C(C=C1)S(=O)(=O)Cl)OC (4-nitro-2- methoxybenzenesulfonyl chloride). Reactants: C1=CN(C=N1)C(=O)N2C=CN=C2 (CDI), FC=1C(=C(C=CC1)CC(=O)O)[N+](=O)[O-] ((3-fluoro-2-nitro-phenyl)-acetic acid), NC1CCN(CC1)CC1=CC=CC=C1 (4-amino-1-benzylpiperidine). The solvent is CCOC(=O)C (EtOAc), C1CCOC1 (THF). Conditions: time 30 minute. Product: C(C1=CC=CC=C1)N1CCC(CC1)NC(CC1=C(C(=CC=C1)F)[N+](=O)[O-])=O (N-(1-benzyl-piperidin-4-yl)-2-(3-fluoro-2-nitro-phenyl)-acetamide). RXN SMILES: C1N=CN(C(N2C=NC=C2)=O)C=1.[F:13][C:14]1[C:15]([N+:24]([O-:26])=[O:25])=[C:16]([CH2:20][C:21]([OH:23])=O)[CH:17]=[CH:18][CH:19]=1.[NH2:27][CH:28]1[CH2:33][CH2:32][N:31]([CH2:34][C:35]2[CH:40]=[CH:39][CH:38]=[CH:37][CH:36]=2)[CH2:30][CH2:29]1>C1COCC1.CCOC(C)=O>[CH2:34]([N:31]1[CH2:32][CH2:33][CH:28]([NH:27][C:21](=[O:23])[CH2:20][C:16]2[CH:17]=[CH:18][CH:19]=[C:14]([F:13])[C:15]=2[N+:24]([O-:26])=[O:25])[CH2:29][CH2:30]1)[C:35]1[CH:36]=[CH:37][CH:38]=[CH:39][CH:40]=1. Procedure details: 17.0 g (102 mmol) CDI were added at RT to 18.3 g (91.9 mmol) (3-fluoro-2-nitro-phenyl)-acetic acid in 500 mL THF and stirred for 30 min. Then 20.0 mL (95.8 mmol) 4-amino-1-benzylpiperidine were added and the mixture was stirred for a further 2 h. The reaction mixture was diluted with EtOAc and the organic phase was washed with water and saturated sodium chloride solution. The organic phase was dried on magnesium sulphate, filtered and evaporated down i. vac. The residue was triturated with DIPE ... Starting materials: N[C@@H](CCC(O)=O)C(=O)N[C@@H](CC(OC(C)(C)C)=O)C(=O)N[C@@H](COC(C)(C)C)C(=O)N[C@@H](COC(C)(C)C)C(=O)N[C@@H](COC(C)(C)C)C(=O)N[C@@H]([C@H](OC(C)(C)C)C)C(=O)NCC(=O)N[C@@H](CC1=CNC2=CC=CC=C12)C(=O)N[C@@H](CC(N)=O)C(=O)OC(C)(C)C (Glu-Asp(OBut)-Ser(But)-Ser(But)-Ser(But)-Thr(But)-Gly-Trp-Asn-OBut). The solvent is FC(C(=O)O)(F)F (trifluoroacetic acid), O (water), SCCS (1,2-dimercaptoethane). Conditions: time 1 hour. Yields the product N[C@@H](CCC(O)=O)C(=O)N[C@@H](CC(O)=O)C(=O)N[C@@H](CO)C(=O)N[C@@H](CO)C(=O)N[C@@H](CO)C(=O)N[C@@H]([C@H](O)C)C(=O)NCC(=O)N[C@@H](CC1=CNC2=CC=CC=C12)C(=O)N[C@@H](CC(N)=O)C(=O)O (Glu-Asp-Ser-Ser-Ser-Thr-Gly-Trp-Asn-OH). RXN SMILES: [NH2:1][C@H:2]([C:8]([NH:10][C@H:11]([C:20]([NH:22][C@H:23]([C:30]([NH:32][C@H:33]([C:40]([NH:42][C@H:43]([C:50]([NH:52][C@H:53]([C:61]([NH:63][CH2:64][C:65]([NH:67][C@H:68]([C:79]([NH:81][C@H:82]([C:87]([O:89]C(C)(C)C)=[O:88])[CH2:83][C:84](=[O:86])[NH2:85])=[O:80])[CH2:69][C:70]1[C:78]2[C:73](=[CH:74][CH:75]=[CH:76][CH:77]=2)[NH:72][CH:71]=1)=[O:66])=[O:62])[C@@H:54]([CH3:60])[O:55]C(C)(C)C)=[O:51])[CH2:44][O:45]C(C)(C)C)=[O:41])[CH2:34][O:35]C(C)(C)C)=[O:31])[CH2:24][O:25]C(C)(C)C)=[O:21])[CH2:12][C:13](=[O:19])[O:14]C(C)(C)C)=[O:9])[CH2:3][CH2:4][C:5](=[O:7])[OH:6]>FC(F)(F)C(O)=O.O.SCCS>[NH2:1][C@H:2]([C:8]([NH:10][C@H:11]([C:20]([NH:22][C@H:23]([C:30]([NH:32][C@H:33]([C:40]([NH:42][C@H:43]([C:50]([NH:52][C@H:53]([C:61]([NH:63][CH2:64][C:65]([NH:67][C@H:68]([C:79]([NH:81][C@H:82]([C:87]([OH:89])=[O:88])[CH2:83][C:84](=[O:86])[NH2:85])=[O:80])[CH2:69][C:70]1[C:78]2[C:73](=[CH:74][CH:75]=[CH:76][CH:77]=2)[NH:72][CH:71]=1)=[O:66])=[O:62])[C@@H:54]([CH3:60])[OH:55])=[O:51])[CH2:44][OH:45])=[O:41])[CH2:34][OH:35])=[O:31])[CH2:24][OH:25])=[O:21])[CH2:12][C:13](=[O:14])[OH:19])=[O:9])[CH2:3][CH2:4][C:5](=[O:6])[OH:7]. Procedure: 850 mg (6.9 mmols) Glu-Asp(OBut)-Ser(But)-Ser(But)-Ser(But)-Thr(But)-Gly-Trp-Asn-OBut are dissolved in a mixture of trifluoroacetic acid, water and 1,2-dimercaptoethane (9:1:1). The batch is abandoned for 1 hour at room temperature, concentrated, and the residue is triturated with ether. Yield 650 mg. For purification, the substance is boiled in 30 ml of methanol, and after cooling to room temperature it is suction-filtered. Yield 430 mg (65%). Amino acid analysis (hydrolysis: 24 hours at 120° C... Starting materials: C1CCC2=NCCCN2CC1, COCCOC, CS(=O)(=O)c1nc(N)nc(-c2ccc3c(c2)OCO3)c1C#N, OC1CCCCC1. Yields the product N#Cc1c(OC2CCCCC2)nc(N)nc1-c1ccc2c(c1)OCO2. As a reaction SMILES: [CH2:30]1[CH2:31][CH2:32][C:33]2=[N:38][CH2:37][CH2:36][CH2:35][N:34]2[CH2:39][CH2:40]1.[CH3:41][O:42][CH2:43][CH2:44][O:45][CH3:46].[NH2:1][c:2]1[n:3][c:4]([S:19]([CH3:20])(=[O:21])=[O:22])[c:5]([C:17]#[N:18])[c:6](-[c:8]2[cH:9][c:10]3[c:11]([cH:15][cH:16]2)[O:12][CH2:13][O:14]3)[n:7]1.[OH:23][CH:24]1[CH2:25][CH2:26][CH2:27][CH2:28][CH2:29]1>>[NH2:1][c:2]1[n:3][c:4]([O:23][CH:24]2[CH2:25][CH2:26][CH2:27][CH2:28][CH2:29]2)[c:5]([C:17]#[N:18])[c:6](-[c:8]2[cH:9][c:10]3[c:11]([cH:15][cH:16]2)[O:12][CH2:13][O:14]3)[n:7]1. Reactants: CC(C)(C)NO, O=Cc1cc(I)cc(I)c1O. The product is CC(C)(C)[N+]([O-])=Cc1cc(I)cc(I)c1O. As a reaction SMILES: [C:12]([CH3:13])([CH3:14])([CH3:15])[NH:16][OH:17].[I:1][c:2]1[c:3]([OH:11])[c:4]([CH:5]=[O:6])[cH:7][c:8]([I:10])[cH:9]1>>[I:1][c:2]1[c:3]([OH:11])[c:4]([CH:5]=[N+:16]([C:12]([CH3:13])([CH3:14])[CH3:15])[O-:17])[cH:7][c:8]([I:10])[cH:9]1. Reactants: [H-].[Na+] (sodium hydride), C1(CCCCC1)C=1C=C(C=CC1)O (3 -cyclohexyl-phenol), C(C)OC(C(C)Br)=O (2-bromopropionic acid ethyl ester). Run in O1CCCC1 (tetrahydrofuran), petroleum ether, O1CCCC1 (tetrahydrofuran). Reaction conditions: time 16 hour. Product: C1(CCCCC1)C=1C=C(OC(C(=O)O)C)C=CC1 (2-(3-cyclohexyl-phenoxy)propionic acid). RXN SMILES: [H-].[Na+].[CH:3]1([C:9]2[CH:10]=[C:11]([OH:15])[CH:12]=[CH:13][CH:14]=2)[CH2:8][CH2:7][CH2:6][CH2:5][CH2:4]1.C([O:18][C:19](=[O:23])[CH:20](Br)[CH3:21])C>O1CCCC1>[CH:3]1([C:9]2[CH:10]=[C:11]([CH:12]=[CH:13][CH:14]=2)[O:15][CH:20]([CH3:21])[C:19]([OH:23])=[O:18])[CH2:4][CH2:5][CH2:6][CH2:7][CH2:8]1 |f:0.1|. Procedure details: 11 g of a 55% oily sodium hydride dispersion are deoiled with petroleum ether in an atmosphere of nitrogen, and 500 cc of dry tetrahydrofuran are then added. 44 g of 3 -cyclohexyl-phenol in 500 cc of dry tetrahydrofuran are added dropwise within approximately 30 minutes while stirring. 46 g of 2-bromopropionic acid ethyl ester are then added dropwise while stirring. The reaction mixture is heated to 60° for 1 hour and is then allowed to stand at room temperature for 16 hours. The reaction mixtur... Run in C1CCOC1 (THF), C1=CC=CC=C1 (Benzene), C1CCOC1 (THF), ClCCl (dichloromethane). Reaction SMILES: [F:1][C:2]1[CH:13]=[C:12]([OH:14])[C:5]2[CH:6]=[C:7]([C:9](=[O:11])[CH3:10])[O:8][C:4]=2[CH:3]=1.C1(P(C2C=CC=CC=2)C2C=CC=CC=2)C=CC=CC=1.[C:34]1([C:40]2[S:41][CH:42]=[C:43]([CH2:45]O)[N:44]=2)[CH:39]=[CH:38][CH:37]=[CH:36][CH:35]=1.N(C(OC(C)C)=O)=NC(OC(C)C)=O>C1COCC1.ClCCl.C1C=CC=CC=1>[F:1][C:2]1[CH:13]=[C:12]([O:14][CH2:45][C:43]2[N:44]=[C:40]([C:34]3[CH:35]=[CH:36][CH:37]=[CH:38][CH:39]=3)[S:41][CH:42]=2)[C:5]2[CH:6]=[C:7]([C:9](=[O:11])[CH3:10])[O:8][C:4]=2[CH:3]=1. Reaction conditions: time 8 hour. Reactants: C1(=CC=CC=C1)C=1SC=C(N1)CO ((2-Phenylthiazol-4-yl)methanol), FC1=CC2=C(C=C(O2)C(C)=O)C(=C1)O (1-(6-fluoro-4-hydroxybenzofuran-2-yl)ethanone), C1(=CC=CC=C1)P(C1=CC=CC=C1)C1=CC=CC=C1 (Triphenylphosphine), N(=NC(=O)OC(C)C)C(=O)OC(C)C (Diisopropyl azodicarboxylate). The product is FC1=CC2=C(C=C(O2)C(C)=O)C(=C1)OCC=1N=C(SC1)C1=CC=CC=C1 (1-(6-Fluoro-4-((2-phenylthiazol-4-yl)methoxy)benzofuran-2-yl)ethanone). Procedure: Benzene was added to 1-(6-fluoro-4-hydroxybenzofuran-2-yl)ethanone (Example 36C, 178 mgs, 0.917 mmol) and the mixture was sonicated for 30 sec. and concentrated in vacuo to remove traces of water in the starting material. Triphenylphosphine (373 mgs, 1.421 mmol) was added and the mixture was dried on high vacuum for 10 min. (2-Phenylthiazol-4-yl)methanol (Example 3B, 175 mgs, 0.917 mmol) and THF (15 mL) were added and the mixture was sonicated/heated for 5 min. Diisopropyl azodicarboxylate (275 ... Isolated yield 39.2%. The reactants are CO, O=C1Nc2cc([N+](=O)[O-])ccc2Nc2cscc21, c1ccncc1. Yields the product Nc1ccc2c(c1)NC(=O)c1cscc1N2. Reaction SMILES: [CH3:25][OH:26].[N+:1]([O-:2])(=[O:3])[c:4]1[cH:5][cH:6][c:7]2[c:8]([cH:18]1)[NH:9][C:10](=[O:17])[c:11]1[c:12]([cH:14][s:15][cH:16]1)[NH:13]2.[cH:19]1[cH:20][cH:21][n:22][cH:23][cH:24]1>>[NH2:1][c:4]1[cH:5][cH:6][c:7]2[c:8]([cH:18]1)[NH:9][C:10](=[O:17])[c:11]1[c:12]([cH:14][s:15][cH:16]1)[NH:13]2. Product: Br.OC1=CC=CC2=C1C(CNCC2)C2=CC=CC=C2 (9-hydroxy-1-phenyl-2,3,4,5-tetrahydro-1H-3-benzazepine hydrobromide). Procedure details: A solution of 3.5 g. (0.0129 mol) of N-[2-(3-methoxyphenyl)ethyl]-2-phenyl-2-hydroxyethylamine in 40 ml. of 48% hydrobromic acid is refluxed for two hours and then concentrated to dryness. The solid residue (equal mixture of 7-hydroxy and 9-hydroxy benzazepines) is chromatographed on a silica gel column, eluting with methanol in chloroform to first remove the 7-hydroxy isomer and then to yield the product 9-hydroxy-1-phenyl-2,3,4,5-tetrahydro-1H-3-benzazepine hydrobromide, m.p. 134°-150° C. (int... Starting materials: COC=1C=C(C=CC1)CCNCC(O)C1=CC=CC=C1 (N-[2-(3-methoxyphenyl)ethyl]-2-phenyl-2-hydroxyethylamine), Br (hydrobromic acid). RXN SMILES: C[O:2][C:3]1[CH:4]=[C:5]([CH2:9][CH2:10][NH:11][CH2:12][CH:13]([C:15]2[CH:20]=[CH:19][CH:18]=[CH:17][CH:16]=2)O)[CH:6]=[CH:7][CH:8]=1.[BrH:21]>>[BrH:21].[OH:2][C:3]1[C:4]2[CH:13]([C:15]3[CH:20]=[CH:19][CH:18]=[CH:17][CH:16]=3)[CH2:12][NH:11][CH2:10][CH2:9][C:5]=2[CH:6]=[CH:7][CH:8]=1 |f:2.3|. Starting materials: O=C1NC(=O)c2ccccc21, OCCCc1cccc(C#Cc2cccc(-c3ccccc3)c2)c1. Product: O=C1c2ccccc2C(=O)N1CCCc1cccc(C#Cc2cccc(-c3ccccc3)c2)c1. Reaction SMILES: [O:25]=[C:26]1[NH:27][C:28](=[O:29])[c:30]2[cH:31][cH:32][cH:33][cH:34][c:35]21.[c:1]1(-[c:19]2[cH:20][cH:21][cH:22][cH:23][cH:24]2)[cH:2][c:3]([C:7]#[C:8][c:9]2[cH:10][c:11]([CH2:15][CH2:16][CH2:17][OH:18])[cH:12][cH:13][cH:14]2)[cH:4][cH:5][cH:6]1>>[c:1]1(-[c:19]2[cH:20][cH:21][cH:22][cH:23][cH:24]2)[cH:2][c:3]([C:7]#[C:8][c:9]2[cH:10][c:11]([CH2:15][CH2:16][CH2:17][N:27]3[C:26](=[O:25])[c:35]4[c:30]([cH:31][cH:32][cH:33][cH:34]4)[C:28]3=[O:29])[cH:12][cH:13][cH:14]2)[cH:4][cH:5][cH:6]1.